Dataset: the Open Reaction Database (ORD), a public repository of structured organic reaction records. Task: describe an organic reaction: reactants, conditions, products, and yield As a reaction SMILES: [I:1][C:2]1[CH:7]=[CH:6][C:5]([NH2:8])=[C:4]([NH2:9])[CH:3]=1.[Cl:10][C:11]1[CH:16]=[CH:15][C:14]([CH:17]2[CH2:23][C:22](=O)[O:21][C:19](=[O:20])[CH2:18]2)=[CH:13][CH:12]=1>>[Cl:10][C:11]1[CH:12]=[CH:13][C:14]([CH:17]([CH2:23][C:22]2[NH:9][C:4]3[CH:3]=[C:2]([I:1])[CH:7]=[CH:6][C:5]=3[N:8]=2)[CH2:18][C:19]([OH:21])=[O:20])=[CH:15][CH:16]=1.[ClH:10] |f:2.3|. Reported procedure: By a procedure similar to that of example 1.4, starting from 4-iodo-1,2-phenylenediamine and 3-(4-chlorophenyl)glutaric anhydride, 3-(4-chlorophenyl)-4-(5-iodo-2-benzimidazolyl)butanoic acid•HCl was obtained as light red solid. 1H-NMR (500 MHz, DMSO-d6): δ (ppm)=2.72 (dd, J=16.3, 8.6 Hz, 1H), 2.83 (dd, J=16.3, 6.2 Hz, 1H), 3.43 (dd, J=14.9, 9.3 Hz, 1H), 3.55 (dd, J=14.9, 6.9 Hz, 1H), 3.86 (m, 1H), 7.29 (d, J=8.5 Hz, 2H), 7.35 (d, J=8.5 Hz, 2H), 7.53 (d, J=8.6 Hz, 1H), 7.74 (dd, J=8.6, 1.4 Hz, 1H... Starting materials: IC1=CC(=C(C=C1)N)N (4-iodo-1,2-phenylenediamine), ClC1=CC=C(C=C1)C1CC(=O)OC(C1)=O (3-(4-chlorophenyl)glutaric anhydride). Yields the product ClC1=CC=C(C=C1)C(CC(=O)O)CC=1NC2=C(N1)C=CC(=C2)I.Cl (3-(4-chlorophenyl)-4-(5-iodo-2-benzimidazolyl)butanoic acid•HCl).